From a dataset of the Open Reaction Database (ORD), a public repository of structured organic reaction records. describe an organic reaction: reactants, conditions, products, and yield Starting materials: C(C1=CC=CC=C1)=O (benzaldehyde), C(=C)C(=O)C (methyl vinyl ketone), N(CCO)(CCO)CCO (triethanolamine). Run in CN(C=O)C (dimethylformamide). Run at time 15 hour. The product is C1(=CC=CC=C1)C(CCC(C)=O)=O (1-Phenyl-pentane-1,4-dione). RXN SMILES: [CH:1](=[O:8])[C:2]1[CH:7]=[CH:6][CH:5]=[CH:4][CH:3]=1.[CH:9]([C:11]([CH3:13])=[O:12])=[CH2:10].N(CCO)(CCO)CCO>CN(C)C=O>[C:2]1([C:1](=[O:8])[CH2:10][CH2:9][C:11](=[O:12])[CH3:13])[CH:7]=[CH:6][CH:5]=[CH:4][CH:3]=1. Reported procedure: Following the description in Example 1, 5.1 g (approx. 0.02 mol) of Cat. 3, 21.2 g (0.2 mol) of distilled benzaldehyde, 350 ml of dimethylformamide and 14 g (0.2 mol) of stabilized methyl vinyl ketone are introduced into a 500 ml three-necked flask. After displacing the air by pure nitrogen, the mixture is brought to a temperature of 80° C and 14.9 g (0.1 mol) of triethanolamine are added. The mixture is then stirred for 15 hours at the same temperature. Working up takes place as in Example 11 e... The reactants are Fc1ccc(Br)cn1, [Li]CCCC, CON(C)C(=O)Cc1ccc(N(C)C)cc1, CC(C)NC(C)C, C1CCOC1. Yields the product CN(C)c1ccc(CC(=O)c2cc(Br)cnc2F)cc1. As a reaction SMILES: [Br:13][c:14]1[cH:15][cH:16][c:17]([F:20])[n:18][cH:19]1.[CH2:8]([Li:9])[CH2:10][CH2:11][CH3:12].[CH3:21][N:22]([c:23]1[cH:24][cH:25][c:26]([CH2:29][C:30](=[O:31])[N:32]([O:33][CH3:34])[CH3:35])[cH:27][cH:28]1)[CH3:36].[CH:1]([NH:2][CH:3]([CH3:4])[CH3:5])([CH3:6])[CH3:7].[O:37]1[CH2:38][CH2:39][CH2:40][CH2:41]1>>[Br:13][c:14]1[cH:15][c:16]([C:30]([CH2:29][c:26]2[cH:25][cH:24][c:23]([N:22]([CH3:21])[CH3:36])[cH:28][cH:27]2)=[O:31])[c:17]([F:20])[n:18][cH:19]1. Starting materials: O=C([C@H](O)[C@@H](O)[C@@H](O)CO)[O-] (L-arabinonate), 42C, O=C([C@H](O)[C@@H](O)[C@H](O)CO)[O-] (D-Xylonate). Yields the product 2-keto, C(C(=O)C[C@H](O)CO)(=O)[O-] (3-deoxy-D-glycero-pentulosonate), C(C(=O)C[C@@H](O)CO)(=O)[O-] (3-deoxy-L-glycero-pentulosonate). RXN SMILES: [O:1]=[C:2]([O-:11])[C@@H:3]([C@H:5]([C@@H:7]([CH2:9][OH:10])[OH:8])O)[OH:4].[O:12]=[C:13]([O-:22])[C@@H:14]([C@H:16]([C@H:18]([CH2:20][OH:21])[OH:19])O)[OH:15]>>[C:2]([O-:11])(=[O:1])[C:3]([CH2:5][C@@H:7]([CH2:9][OH:10])[OH:8])=[O:4].[C:13]([O-:22])(=[O:12])[C:14]([CH2:16][C@H:18]([CH2:20][OH:21])[OH:19])=[O:15]. Procedure details: D-Xylonate and L-arabinonate dehydratase can be assayed according to procedures described by Dahms. (Dahms, A. S.; Donald, A. Meth. Enzymol. 1982, 90, 302.; Anderson, R. L.; Dahms, A. S. Meth. Enzymol. 1975, 42C, 305.) The 2-keto acids 3-deoxy-D-glycero-pentulosonate and 3-deoxy-L-glycero-pentulosonate formed during enzyme-catalyzed dehydration are measured as semicarbazone derivatives. Two solutions are prepared and incubated separately at 30° C. for 3 min. The first solution (150 μL) contained... Reactants: CC(=O)O[C@H]1C[C@H]([C@@]2(CC[C@H]3C(=O)O[C@H](C[C@@]3([C@H]2C1=O)C)C=4C=COC4)C)C(=O)OC (12-epi-Salvinorin A), C(=O)(O)[O-].[Na+] (NaHCO3). Run in C1CCOC1 (THF), O (H2O), CCOC(=O)C (EtOAc). Run at time 2 hour. Product: C[C@@]12CC[C@H]3C(=O)O[C@H](C[C@@]3([C@H]1C(=O)[C@H](C[C@H]2C(=O)OC)O)C)C=4C=COC4 (12-epi-salvinorin B). Yield: 58.0%. Reaction SMILES: CC([O:4][C@@H:5]1[C:19](=[O:20])[C@H:18]2[C@@:8]([CH3:27])([CH2:9][CH2:10][C@@H:11]3[C@:17]2([CH3:21])[CH2:16][C@H:15]([C:22]2[CH:23]=[CH:24][O:25][CH:26]=2)[O:14][C:12]3=[O:13])[C@H:7]([C:28]([O:30][CH3:31])=[O:29])[CH2:6]1)=O.C([O-])(O)=O.[Na+]>C1COCC1.O.CCOC(C)=O>[CH3:27][C@:8]12[C@H:7]([C:28]([O:30][CH3:31])=[O:29])[CH2:6][C@H:5]([OH:4])[C:19](=[O:20])[C@@H:18]1[C@:17]1([CH3:21])[C@H:11]([C:12]([O:14][C@@H:15]([C:22]3[CH:23]=[CH:24][O:25][CH:26]=3)[CH2:16]1)=[O:13])[CH2:10][CH2:9]2 |f:1.2|. Procedure: 12-epi-Salvinorin A (52 mg, 0.12 mmol) was dissolved in THF (3 mL) and H2O (3 mL). To this solution was added NaHCO3 (202 mg, 2.4 mmol), and the reaction was stirred at rt for two hours. The mixture was then diluted with EtOAc, washed with brine, and dried over MgSO4. After evaporation of the solvent, flash chromatography (0% to 5% MeOH in hexanes) gave alcohol 35 as an off-white solid. (27 mg, 58% yield); Rf 0.16 (98:2, CH2Cl2/MeOH); 1H NMR (300 MHz, CDCl3) δ 7.43 (m, 1H), 7.41 (t, J=1.6, 1H), ... Reactants: O=C([O-])[O-], Cc1cc(CCl)ccc1[N+](=O)[O-], CCOC(C)=O, FC(F)(F)c1n[nH]cc1Cl, [K+], [K+], CN(C)C=O. Product: Cc1cc(Cn2cc(Cl)c(C(F)(F)F)n2)ccc1[N+](=O)[O-]. As a reaction SMILES: [C:23](=[O:24])([O-:25])[O-:26].[CH3:1][c:2]1[cH:3][c:4]([CH2:5][Cl:6])[cH:7][cH:8][c:9]1[N+:10](=[O:11])[O-:12].[CH3:34][CH2:35][O:36][C:37](=[O:38])[CH3:39].[Cl:13][c:14]1[c:15]([C:19]([F:20])([F:21])[F:22])[n:16][nH:17][cH:18]1.[K+:27].[K+:28].[O:29]=[CH:30][N:31]([CH3:32])[CH3:33]>>[CH3:1][c:2]1[cH:3][c:4]([CH2:5][n:17]2[n:16][c:15]([C:19]([F:20])([F:21])[F:22])[c:14]([Cl:13])[cH:18]2)[cH:7][cH:8][c:9]1[N+:10](=[O:11])[O-:12]. Reactants: N#Cc1cc([N+](=O)[O-])ccc1F, O=C([O-])[O-], CN(C)C=O, [K+], [K+], Nc1cc(O)c(Cl)cc1F. Yields the product N#Cc1cc([N+](=O)[O-])ccc1Oc1cc(N)c(F)cc1Cl. Reaction SMILES: [C:1](#[N:2])[c:3]1[cH:4][c:5]([N+:10](=[O:11])[O-:12])[cH:6][cH:7][c:8]1[F:9].[C:23](=[O:24])([O-:25])[O-:26].[CH3:29][N:30]([CH3:31])[CH:32]=[O:33].[K+:27].[K+:28].[NH2:13][c:14]1[c:15]([F:22])[cH:16][c:17]([Cl:21])[c:18]([OH:20])[cH:19]1>>[C:1](#[N:2])[c:3]1[cH:4][c:5]([N+:10](=[O:11])[O-:12])[cH:6][cH:7][c:8]1[O:20][c:18]1[c:17]([Cl:21])[cH:16][c:15]([F:22])[c:14]([NH2:13])[cH:19]1.